This data is from the Open Reaction Database (ORD), a public repository of structured organic reaction records. The task is: describe an organic reaction: reactants, conditions, products, and yield The reactants are ClC=1C=C(C=CC1C#N)N1N=C2C3=C(CCC2C1C1CCCC1)C=C(C=C3)C(=O)O ((±)-(3SR,3aRS)-2-(3-chloro-4-cyanophenyl)-3-cyclopentyl-3,3a,4,5-tetrahydro-2H-benzo[g]indazole-7-carboxylic acid), C1(CCCCC1)O (cyclohexanol). The product is ClC=1C=C(C=CC1C#N)N1N=C2C3=C(CCC2C1C1CCCC1)C=C(C=C3)C(=O)OC3CCCCC3 ((±)-(3SR,3aRS)-cyclohexyl 2-(3-chloro-4-cyanophenyl)-3-cyclopentyl-3,3a,4,5-tetrahydro-2H-benzo[g]indazole-7-carboxylate). RXN SMILES: [Cl:1][C:2]1[CH:3]=[C:4]([N:10]2[CH:18]([CH:19]3[CH2:23][CH2:22][CH2:21][CH2:20]3)[CH:17]3[C:12]([C:13]4[CH:27]=[CH:26][C:25]([C:28]([OH:30])=[O:29])=[CH:24][C:14]=4[CH2:15][CH2:16]3)=[N:11]2)[CH:5]=[CH:6][C:7]=1[C:8]#[N:9].[CH:31]1(O)[CH2:36][CH2:35][CH2:34][CH2:33][CH2:32]1>>[Cl:1][C:2]1[CH:3]=[C:4]([N:10]2[CH:18]([CH:19]3[CH2:20][CH2:21][CH2:22][CH2:23]3)[CH:17]3[C:12]([C:13]4[CH:27]=[CH:26][C:25]([C:28]([O:30][CH:31]5[CH2:36][CH2:35][CH2:34][CH2:33][CH2:32]5)=[O:29])=[CH:24][C:14]=4[CH2:15][CH2:16]3)=[N:11]2)[CH:5]=[CH:6][C:7]=1[C:8]#[N:9]. Reported procedure: The title compound was prepared from (±)-(3SR,3aRS)-2-(3-chloro-4-cyanophenyl)-3-cyclopentyl-3,3a,4,5-tetrahydro-2H-benzo[g]indazole-7-carboxylic acid, Example 15 and cyclohexanol according to Method E. 1H NMR (400 MHz, CDCl3) δ ppm 1.19-1.68 (m, 13H), 1.70-1.86 (m, 3H), 1.87-2.03 (m, 3H), 2.06-2.20 (m, 1H), 2.23-2.39 (m, 1H), 2.85-2.98 (m, 1H), 3.13 (ddd, J=16.18, 3.36, 3.02 Hz, 1H), 3.49 (ddd, J=13.76, 9.33, 4.83 Hz, 1H), 4.63 (dd, J=9.53, 5.50 Hz, 1H), 5.04 (ddd, J=12.82, 8.93, 3.76 Hz, 1H), ... Reaction SMILES: [CH3:1][O:2][C:3](=[O:4])[c:5]1[c:6](=[O:18])[o:7][c:8]2[c:9]([Cl:17])[cH:10][c:11]([Cl:16])[cH:12][c:13]2[c:14]1[OH:15].[CH3:25][O:26][CH2:27][CH2:28][OH:29].[NH2:20][CH2:21][C:22](=[O:23])[OH:24].[Na:19]>>[C:3](=[O:4])([c:5]1[c:6](=[O:18])[o:7][c:8]2[c:9]([Cl:17])[cH:10][c:11]([Cl:16])[cH:12][c:13]2[c:14]1[OH:15])[NH:20][CH2:21][C:22](=[O:23])[OH:24]. Yields the product O=C(O)CNC(=O)c1c(O)c2cc(Cl)cc(Cl)c2oc1=O. Starting materials: COC(=O)c1c(O)c2cc(Cl)cc(Cl)c2oc1=O, COCCO, NCC(=O)O, [Na]. Procedure: 103.5 g (0.35 mol) 3-trifluoromethyl-diethoxypentene acid ethyl ester (mixture of isomers, amount based on GC area-%) and 51.3 g (0.665 mol) ammonium acetate were heated to 150-155° C. over 8 h. A mixture of ethanol, acetic acid and acetic acid ethyl ester (ca. 60 g) was distilled off through a small column (20 cm, filled with 3 mm rings) during this heating period. The sump (79.8 g) can directly be transferred to the next step (yield has been determined only after final methoxylation step). As a reaction SMILES: [F:1][C:2]([F:15])([F:14])[CH:3]([CH2:12][CH3:13])[CH:4]=[C:5](OCC)[O:6]CC.C([O-])(=O)C.[NH4+:20].C(O)C.C(O)(=O)C>C(OC(=O)C)C>[OH:6][C:5]1[CH:4]=[C:3]([C:2]([F:15])([F:14])[F:1])[CH:12]=[CH:13][N:20]=1 |f:1.2|. Reactants: FC(C(C=C(OCC)OCC)CC)(F)F (3-trifluoromethyl-diethoxypentene), C(C)(=O)[O-].[NH4+] (ammonium acetate), C(C)O (ethanol), C(C)(=O)O (acetic acid). Solvent: C(C)OC(C)=O (acetic acid ethyl ester). Yields the product OC1=NC=CC(=C1)C(F)(F)F (2-hydroxy-4-(trifluoromethyl)pyridine). The yield is 74.0%. Starting materials: C(C)(=O)OC(C(C1=CC=CC=C1)=O)C1=CC=CC=C1 (2-Oxo-1,2-diphenylethyl acetate), NC(=S)N (Thiourea). Solvent: CN(C)C=O (DMF), ClCCl (dichloromethane). Reaction SMILES: [C:1]([O:4][CH:5]([C:14]1[CH:19]=[CH:18][CH:17]=[CH:16][CH:15]=1)[C:6](=O)[C:7]1[CH:12]=[CH:11][CH:10]=[CH:9][CH:8]=1)(=O)[CH3:2].[NH2:20]C(N)=S>CN(C=O)C.ClCCl>[CH3:2][C:1]1[O:4][C:5]([C:14]2[CH:19]=[CH:18][CH:17]=[CH:16][CH:15]=2)=[C:6]([C:7]2[CH:12]=[CH:11][CH:10]=[CH:9][CH:8]=2)[N:20]=1. Yields the product CC=1OC(=C(N1)C1=CC=CC=C1)C1=CC=CC=C1 (2-Methyl-4,5-diphenyloxazole). Procedure: 2-Oxo-1,2-diphenylethyl acetate 24 (0.20 g, 0.79 mmol) was dissolved in DMF (10 mL). Thiourea was then added and the reaction was refluxed (160° C., oil bath) under nitrogen atmosphere. As the reaction progressed, the color changed from colorless to a light yellow-orange and had an odorous smell. The reaction was monitored by TLC and when complete, the reaction mixture was dissolved in dichloromethane (40 mL) and then washed with water (3×30 mL). The dichloromethane layer was separated and dried... Reaction conditions: temperature 160 celsius.